From a dataset of the Open Reaction Database (ORD), a public repository of structured organic reaction records. describe an organic reaction: reactants, conditions, products, and yield Starting materials: N1C(=CC2=CC=CC=C12)CCC1CCNCC1 (4-[2-(2-indolyl)-ethyl]-piperidine), Cl (monohydrochloride), C(Cl)(Cl)Cl (chloroform), [OH-].[Na+] (sodium hydroxide). The reagents and catalysts are [Cl-].C(C)[N+](CC1=CC=CC=C1)(CC)CC (triethylbenzylammonium chloride). Solvent: O (water). Yields the product ClC=1C(=NC2=CC=CC=C2C1)CCC1CCNCC1 (3-chloro-2-[2-(4-piperidyl)-ethyl]-quinoline). Reaction SMILES: [NH:1]1[C:9]2[C:4](=[CH:5][CH:6]=[CH:7][CH:8]=2)[CH:3]=[C:2]1[CH2:10][CH2:11][CH:12]1[CH2:17][CH2:16][NH:15][CH2:14][CH2:13]1.[OH-].[Na+].Cl.[CH:21](Cl)(Cl)[Cl:22]>[Cl-].C([N+](CC)(CC)CC1C=CC=CC=1)C.O>[Cl:22][C:21]1[C:2]([CH2:10][CH2:11][CH:12]2[CH2:13][CH2:14][NH:15][CH2:16][CH2:17]2)=[N:1][C:9]2[C:4]([CH:3]=1)=[CH:5][CH:6]=[CH:7][CH:8]=2 |f:1.2,5.6|. Procedure: The operation is as in Example 1, but starting from 8.3 g of 4-[2-(2-indolyl)-ethyl]-piperidine and 0.18 g of triethylbenzylammonium chloride in 90 ml of chloroform, and 11 g of sodium hydroxide in solution in 22 ml of water. 1.45 g of 3-chloro-2-[2-(4-piperidyl)-ethyl]-quinoline are obtained the monohydrochloride of which melts at 162° C.